Task: describe an organic reaction: reactants, conditions, products, and yield. Dataset: the Open Reaction Database (ORD), a public repository of structured organic reaction records The reactants are ClC=1C(=NSC1NC(CC1=CC2=CN(N=C2C=C1)CC(C)C)=O)C (N-(4-chloro-3-methylisothiazol-5-yl)-[2-(2-methylpropyl)indazol-5-yl]acetamide), C(C)OCCl (Chloromethyl ethyl ether), [OH-].[Na+] (sodium hydroxide). Reagents/catalysts: [Cl-].C(C1=CC=CC=C1)[N+](CC)(CC)CC (benzyltriethylammonium chloride). Run in ClCCl (dichloromethane), ClCCl (dichloromethane). Run at temperature 5 celsius, time 2 hour. The product is ClC=1C(=NSC1N(C(CC1=CC2=CN(N=C2C=C1)CC(C)C)=O)COCC)C (N-(4-chloro-3-methylisothiazol-5-yl)-N-(ethoxymethyl)-[2-(2-methylpropyl)indazol-5-yl]acetamide), C(C)OCN1SC(C(C1C)Cl)=NC(CC1=CC2=CN(N=C2C=C1)CC(C)C)=O (N-[2-ethoxymethyl-4-chloro-3-methylisothiazolin-5-ylidene]-[2-(2-methylpropyl)indazol-5-yl) acetamide). Reaction SMILES: [Cl:1][C:2]1[C:3]([CH3:24])=[N:4][S:5][C:6]=1[NH:7][C:8](=[O:23])[CH2:9][C:10]1[CH:18]=[CH:17][C:16]2[C:12](=[CH:13][N:14]([CH2:19][CH:20]([CH3:22])[CH3:21])[N:15]=2)[CH:11]=1.[CH2:25]([O:27][CH2:28]Cl)[CH3:26].[OH-].[Na+]>ClCCl.[Cl-].C([N+](CC)(CC)CC)C1C=CC=CC=1>[Cl:1][C:2]1[C:3]([CH3:24])=[N:4][S:5][C:6]=1[N:7]([CH2:28][O:27][CH2:25][CH3:26])[C:8](=[O:23])[CH2:9][C:10]1[CH:18]=[CH:17][C:16]2[C:12](=[CH:13][N:14]([CH2:19][CH:20]([CH3:22])[CH3:21])[N:15]=2)[CH:11]=1.[CH2:25]([O:27][CH2:28][N:4]1[CH:3]([CH3:24])[CH:2]([Cl:1])[C:6](=[N:7][C:8](=[O:23])[CH2:9][C:10]2[CH:18]=[CH:17][C:16]3[C:12](=[CH:13][N:14]([CH2:19][CH:20]([CH3:22])[CH3:21])[N:15]=3)[CH:11]=2)[S:5]1)[CH3:26] |f:2.3,5.6|. Procedure details: N-(4-chloro-3-methylisothiazol-5-yl)-[2-(2-methylpropyl)indazol-5-yl]acetamide (0.50 g, 0.0014 mol) was dissolved in dichloromethane (15 ml) and the solution was cooled to 5° C. Chloromethyl ethyl ether (0.32 ml, 0.0035 mol), 50% aqueous sodium hydroxide solution (0.56 ml) and benzyltriethylammonium chloride (0.018 g) were added sequentially and then the mixture was stirred for 2 hours. The mixture was diluted with dichloromethane, washed with water, dried over anhydrous magnesium sulfate, filte... Starting materials: COc1ccc(Oc2ccc3[nH]ncc3c2)cc1, CN(C)C=O, [H-], CC(C)I, [Na+], O. The product is COc1ccc(Oc2ccc3c(cnn3C(C)C)c2)cc1. As a reaction SMILES: [CH3:1][O:2][c:3]1[cH:4][cH:5][c:6]([O:7][c:8]2[cH:9][c:10]3[cH:11][n:12][nH:13][c:14]3[cH:15][cH:16]2)[cH:17][cH:18]1.[CH3:25][N:26]([CH3:27])[CH:28]=[O:29].[H-:19].[I:21][CH:22]([CH3:23])[CH3:24].[Na+:20].[OH2:30]>>[CH3:1][O:2][c:3]1[cH:4][cH:5][c:6]([O:7][c:8]2[cH:9][c:10]3[cH:11][n:12][n:13]([CH:22]([CH3:23])[CH3:24])[c:14]3[cH:15][cH:16]2)[cH:17][cH:18]1. Starting materials: N1=CC=CC=2C(C(C3=CC=CN=C3C12)=O)=O (1,10-phenanthroline-5,6-dione), C1(=C(C=CC=C1)N)N (o-phenylene diamine). The solvent is C(C)O (ethanol), C(C)O (ethanol). Conditions: time 5 minute. The product is C1=CC=NC2=C1C1=NC3=CC=CC=C3N=C1C1=C2N=CC=C1 (dipyrido(3,2-a:2',3'-c)phenazine). As a reaction SMILES: [N:1]1[C:14]2[C:13]3[C:8](=[CH:9][CH:10]=[CH:11][N:12]=3)[C:7](=O)[C:6](=O)[C:5]=2[CH:4]=[CH:3][CH:2]=1.[C:17]1([NH2:24])[CH:22]=[CH:21][CH:20]=[CH:19][C:18]=1[NH2:23]>C(O)C>[CH:4]1[C:5]2[C:6]3[C:7]([C:8]4[CH:9]=[CH:10][CH:11]=[N:12][C:13]=4[C:14]=2[N:1]=[CH:2][CH:3]=1)=[N:24][C:17]1[C:18](=[CH:19][CH:20]=[CH:21][CH:22]=1)[N:23]=3. Procedure: 1.0 g of 1,10-phenanthroline-5,6-dione in the Fourteen Preferred Embodiment was dissolved into 200 g of ethanol to prepare a solution. 1.0 g of o-phenylene diamine was dissolved into 100 ml of ethanol to prepare a solution. The latter solution was added into the former solution, and the mixed solution was current-circulated for 5 minutes. Then, the mixed solution was vacuum-concentrated to precipitate a crystal. The precipitated crystal was recrystallized by water-ethanol to obtain dipyrido(3,2-...